Dataset: the Open Reaction Database (ORD), a public repository of structured organic reaction records. Task: describe an organic reaction: reactants, conditions, products, and yield Starting materials: CN(/C=C/C(=O)C1=NN(C=CC1=O)C=1C=C(C=CC1)S(=O)(=O)NC)C (3-[3-((E)-3-Dimethylamino-acryloyl)-4-oxo-4H-pyridazin-1-yl]-N-methyl-benzenesulfonamide), N(N)C1=CC(=NC=C1)C (4-hydrazino-2-methylpyridine). Yields the product CNS(=O)(=O)C1=CC(=CC=C1)N1N=C(C(C=C1)=O)C=1N(N=CC1)C1=CC(=NC=C1)C (N-Methyl-3-{3-[2-(2-methyl-pyridin-4-yl)-2H-pyrazol-3-yl]-4-oxo-4H-pyridazin-1-yl}-benzenesulfonamide). Reaction SMILES: C[N:2](C)/[CH:3]=[CH:4]/[C:5]([C:7]1[C:12](=[O:13])[CH:11]=[CH:10][N:9]([C:14]2[CH:15]=[C:16]([S:20]([NH:23][CH3:24])(=[O:22])=[O:21])[CH:17]=[CH:18][CH:19]=2)[N:8]=1)=O.[NH:26]([C:28]1[CH:33]=[CH:32][N:31]=[C:30]([CH3:34])[CH:29]=1)N>>[CH3:24][NH:23][S:20]([C:16]1[CH:17]=[CH:18][CH:19]=[C:14]([N:9]2[CH:10]=[CH:11][C:12](=[O:13])[C:7]([C:5]3[N:26]([C:28]4[CH:33]=[CH:32][N:31]=[C:30]([CH3:34])[CH:29]=4)[N:2]=[CH:3][CH:4]=3)=[N:8]2)[CH:15]=1)(=[O:22])=[O:21]. Reported procedure: The product was obtained starting from 3-[3-((E)-3-Dimethylamino-acryloyl)-4-oxo-4H-pyridazin-1-yl]-N-methyl-benzenesulfonamide (A-31) and 4-hydrazino-2-methylpyridine according to the method described for example 91. MS: M=423.1 (M+H)+ The reactants are CCOC(C)=O, CN1CCCC1=O, CCCc1cc(-c2cccc(C(F)(F)F)c2)nc(Cl)n1, N#C[Cu], N. Yields the product CCCc1cc(-c2cccc(C(F)(F)F)c2)nc(C#N)n1. RXN SMILES: [CH3:24][CH2:25][O:26][C:27](=[O:28])[CH3:29].[CH3:31][N:32]1[CH2:33][CH2:34][CH2:35][C:36]1=[O:37].[Cl:1][c:2]1[n:3][c:4](-[c:11]2[cH:12][c:13]([C:17]([F:18])([F:19])[F:20])[cH:14][cH:15][cH:16]2)[cH:5][c:6]([CH2:8][CH2:9][CH3:10])[n:7]1.[Cu:21][C:22]#[N:23].[NH3:30]>>[c:2]1([C:22]#[N:23])[n:3][c:4](-[c:11]2[cH:12][c:13]([C:17]([F:18])([F:19])[F:20])[cH:14][cH:15][cH:16]2)[cH:5][c:6]([CH2:8][CH2:9][CH3:10])[n:7]1. Solvent: CC(=O)C (acetone). Starting materials: BrC=1C=C(C=CC1OC(F)(F)F)O (3-Bromo-4-trifluoromethoxy-phenol), C([O-])([O-])=O.[K+].[K+] (potassium carbonate), IC (iodomethane). Reaction SMILES: [Br:1][C:2]1[CH:3]=[C:4]([OH:13])[CH:5]=[CH:6][C:7]=1[O:8][C:9]([F:12])([F:11])[F:10].[C:14](=O)([O-])[O-].[K+].[K+].IC>CC(C)=O>[Br:1][C:2]1[CH:3]=[C:4]([O:13][CH3:14])[CH:5]=[CH:6][C:7]=1[O:8][C:9]([F:11])([F:12])[F:10] |f:1.2.3|. The yield is 22.1%. Product: BrC1=C(C=CC(=C1)OC)OC(F)(F)F (2-Bromo-4-methoxy-1-trifluoromethoxy-benzene). Reported procedure: To a stirred suspension of 3-Bromo-4-trifluoromethoxy-phenol (20.0 g, 82.6 mol) and potassium carbonate (46.3 g, 330.4 mmol) in acetone (600 ml) was added drop-wise iodomethane (46.9 g, 330.4 mmol) under an atmosphere of nitrogen. The resulting mixture was stirred at reflux for 2 hours. The reaction mixture was cooled to room temperature then filtered and the filtrate was evaporated in vacuo to afford the title compound as a colourless oil (19.8 g, 93%). Reactants: Cc1cn(Cc2ccccc2)c(C2c3n[nH]c(=O)c4cccc(c34)NC2c2ccccc2)n1, CO, [OH-], [OH-], [Pd+2]. The product is Cc1c[nH]c(C2c3n[nH]c(=O)c4cccc(c34)NC2c2ccccc2)n1. As a reaction SMILES: [CH2:1]([c:2]1[cH:3][cH:4][cH:5][cH:6][cH:7]1)[n:8]1[c:9]([CH:14]2[CH:15]([c:28]3[cH:29][cH:30][cH:31][cH:32][cH:33]3)[NH:16][c:17]3[c:18]4[c:19]2[n:20][nH:21][c:22](=[O:27])[c:23]4[cH:24][cH:25][cH:26]3)[n:10][c:11]([CH3:13])[cH:12]1.[CH3:34][OH:35].[OH-:36].[OH-:38].[Pd+2:37]>>[nH:8]1[c:9]([CH:14]2[CH:15]([c:28]3[cH:29][cH:30][cH:31][cH:32][cH:33]3)[NH:16][c:17]3[c:18]4[c:19]2[n:20][nH:21][c:22](=[O:27])[c:23]4[cH:24][cH:25][cH:26]3)[n:10][c:11]([CH3:13])[cH:12]1. The reactants are OO (H2O2), CSCCNC(=O)N (2-methylthio ethylurea). Solvent: C(C)O (ethanol), C(=O)O (formic acid). Run at time 2 hour. Product: CS(=O)CCNC(=O)N (2-methylsulfinyl ethylurea). Yield: 85.0%. Reaction SMILES: [OH:1]O.[CH3:3][S:4][CH2:5][CH2:6][NH:7][C:8]([NH2:10])=[O:9]>C(O)C.C(O)=O>[CH3:3][S:4]([CH2:5][CH2:6][NH:7][C:8]([NH2:10])=[O:9])=[O:1]. Reported procedure: There are slowly added 3 ml of H2O2 (110 volumes) to a well agitated solution of 20 moles of 2-methylthio ethylurea in a mixture of ethanol and formic acid. The solution obtained is agitated for 2 hours after which it is concentrated under reduced pressure. The resulting residue is then crystallized in ethylacetate thus providing white crystals melting at 88° C. in a yield of 85%. Reactants: NC=1C=C(C=CC1Cl)C1=NC=C(C=C1Cl)C(F)(F)F (2-(3-amino-4-chlorophenyl)-3-chloro-5-trifluoromethylpyridine), CC1=NOC(=C1S(=O)(=O)Cl)C (3,5-dimethylisoxazole-4-sulfonyl chloride). Solvent: C1(=CC=CC=C1)C (toluene), N1=CC=CC=C1 (pyridine). Product: ClC1=C(C=C(C=C1)C1=NC=C(C=C1Cl)C(F)(F)F)NS(=O)(=O)C=1C(=NOC1C)C (4-[2-Chloro-5-(3-chloro-5-trifluoromethyl-2-pyridinyl)phenylaminosulfonyl]-3,5-dimethylisoxazole). Isolated yield 50.1%. As a reaction SMILES: [NH2:1][C:2]1[CH:3]=[C:4]([C:9]2[C:14]([Cl:15])=[CH:13][C:12]([C:16]([F:19])([F:18])[F:17])=[CH:11][N:10]=2)[CH:5]=[CH:6][C:7]=1[Cl:8].[CH3:20][C:21]1[C:25]([S:26](Cl)(=[O:28])=[O:27])=[C:24]([CH3:30])[O:23][N:22]=1>C1(C)C=CC=CC=1.N1C=CC=CC=1>[Cl:8][C:7]1[CH:6]=[CH:5][C:4]([C:9]2[C:14]([Cl:15])=[CH:13][C:12]([C:16]([F:19])([F:18])[F:17])=[CH:11][N:10]=2)=[CH:3][C:2]=1[NH:1][S:26]([C:25]1[C:21]([CH3:20])=[N:22][O:23][C:24]=1[CH3:30])(=[O:28])=[O:27]. Procedure details: A solution of 2.5 g of 2-(3-amino-4-chlorophenyl)-3-chloro-5-trifluoromethylpyridine and 2.3 g of 3,5-dimethylisoxazole-4-sulfonyl chloride in a mixture of 100 ml of toluene and 100 ml of pyridine was refluxed for 16 hours. The mixture was concentrated and the residue was taken up in 50 ml of ethyl acetate. The solution was washed with 50 ml each of 10% strength hydrochloric acid and 10% strength aqueous sodium bicarbonate solution and was dried over sodium sulfate and concentrated. Chromatograp...